From a dataset of the Open Reaction Database (ORD), a public repository of structured organic reaction records. describe an organic reaction: reactants, conditions, products, and yield Yields the product CCC(C)Nc1nc2cc(Cl)c(Cl)cc2n1C1OC(C)C(O)C1O. As a reaction SMILES: [Br:6][c:7]1[n:8][c:9]2[c:10]([n:11]1[CH:12]1[CH:13]([OH:14])[CH:15]([OH:16])[CH:17]([CH3:19])[O:18]1)[cH:20][c:21]([Cl:25])[c:22]([Cl:24])[cH:23]2.[CH:1]([CH3:2])([CH2:3][CH3:4])[NH2:5]>>[CH:1]([CH3:2])([CH2:3][CH3:4])[NH:5][c:7]1[n:8][c:9]2[c:10]([n:11]1[CH:12]1[CH:13]([OH:14])[CH:15]([OH:16])[CH:17]([CH3:19])[O:18]1)[cH:20][c:21]([Cl:25])[c:22]([Cl:24])[cH:23]2. Starting materials: CC1OC(n2c(Br)nc3cc(Cl)c(Cl)cc32)C(O)C1O, CCC(C)N.